From a dataset of the Open Reaction Database (ORD), a public repository of structured organic reaction records. describe an organic reaction: reactants, conditions, products, and yield Reactants: [Na+].[Cl-] (NaCl), CN(CCNC1=CC=C2C(=N1)N(C=C2)[Si](C(C)C)(C(C)C)C(C)C)C (N1,N1-dimethyl-N2-(1-(triisopropylsilyl)-1H-pyrrolo[2,3-b]pyridin-6-yl)ethane-1,2-diamine), CN(C)C=O (DMF), ClS(=O)(=O)N=C=O (Chlorosulfonyl isocyanate). The solvent is C(C)#N (acetonitrile). Conditions: temperature -20 celsius, time 5 minute. The product is CN(CCNC1=CC=C2C(=N1)NC=C2C#N)C (6-(2-(dimethylamino)ethylamino)-1H-pyrrolo[2,3-b]pyridine-3-carbonitrile). Yield: 82.0%. RXN SMILES: [CH3:1][N:2]([CH3:25])[CH2:3][CH2:4][NH:5][C:6]1[N:11]=[C:10]2[N:12]([Si](C(C)C)(C(C)C)C(C)C)[CH:13]=[CH:14][C:9]2=[CH:8][CH:7]=1.[CH3:26][N:27](C=O)C.ClS(N=C=O)(=O)=O.[Na+].[Cl-]>C(#N)C>[CH3:25][N:2]([CH3:1])[CH2:3][CH2:4][NH:5][C:6]1[N:11]=[C:10]2[NH:12][CH:13]=[C:14]([C:26]#[N:27])[C:9]2=[CH:8][CH:7]=1 |f:3.4|. Reported procedure: In a 25 mL round-bottomed flask, N1,N1-dimethyl-N2-(1-(triisopropylsilyl)-1H-pyrrolo[2,3-b]pyridin-6-yl)ethane-1,2-diamine (405 mg, 1.12 mmol) was combined with DMF (14.9 ml) to give a colorless solution. The reaction mixture was cooled to −20° C. and stirred for 5 min. Chlorosulfonyl isocyanate (477 mg, 293 μl, 3.37 mmol, Eq: 3) in acetonitrile (14.9 ml) was added dropwise and the resultant cooled reaction was stirred at −20° C. and stirred for 3 hrs The reaction mixture was poured into 25 mL s... Starting materials: CC(C)(C)OC(=O)c1ccc(C#N)cc1, CI, CON, Cl, S. The product is CON=C(N)c1ccc(C(=O)OC(C)(C)C)cc1. RXN SMILES: [C:1](#[N:2])[c:3]1[cH:4][cH:5][c:6]([C:7](=[O:8])[O:9][C:10]([CH3:11])([CH3:12])[CH3:13])[cH:14][cH:15]1.[CH3:17][I:18].[CH3:20][O:21][NH2:22].[ClH:19].[SH2:16]>>[C:1]([NH2:2])([c:3]1[cH:4][cH:5][c:6]([C:7](=[O:8])[O:9][C:10]([CH3:11])([CH3:12])[CH3:13])[cH:14][cH:15]1)=[N:22][O:21][CH3:20].